This data is from the Open Reaction Database (ORD), a public repository of structured organic reaction records. The task is: describe an organic reaction: reactants, conditions, products, and yield Starting materials: [OH-].[Na+] (sodium hydroxide), Cl.FC(C=1C=C(C=CC1)C1(CC1)N)(F)F (1-(3-trifluoromethylphenyl)cyclopropylamine hydrochloride), ClCCl (dichloromethane). Run in O (water). Run at time 15 minute. Product: FC(C=1C=C(C=CC1)C1(CC1)N)(F)F (1-(3-trifluoromethylphenyl)cyclopropylamine). The yield is 104.1%. Reaction SMILES: Cl.[F:2][C:3]([F:15])([F:14])[C:4]1[CH:5]=[C:6]([C:10]2([NH2:13])[CH2:12][CH2:11]2)[CH:7]=[CH:8][CH:9]=1.[OH-].[Na+].ClCCl>O>[F:2][C:3]([F:14])([F:15])[C:4]1[CH:5]=[C:6]([C:10]2([NH2:13])[CH2:11][CH2:12]2)[CH:7]=[CH:8][CH:9]=1 |f:0.1,2.3|. Reported procedure: Added to a solution of 0.794 g of 1-(3-trifluoromethylphenyl)cyclopropylamine hydrochloride in 20 cm3 of water are 4 cm3 of 1M sodium hydroxide at a temperature close to 20° C. This solution is stirred for 15 min. 40 cm3 of dichloromethane are added and the mixture is stirred for 5 min. The aqueous phase is extracted with 30 cm3 of dichloromethane. The organic phases are combined, dried over magnesium sulfate and concentrated using a rotary evaporator under reduced pressure (5 kPa). 700 mg of 1-...